Dataset: the Open Reaction Database (ORD), a public repository of structured organic reaction records. Task: describe an organic reaction: reactants, conditions, products, and yield Reactants: COC(=O)CBr, COC(=O)c1ccc(-c2cn(-c3ccc([N+](=O)[O-])cc3)c(Cc3ccc(Br)cc3)n2)cc1. Yields the product COC(=O)CNc1ccc(-n2cc(-c3ccc(C(=O)OC)cc3)nc2Cc2ccc(Br)cc2)cc1. Reaction SMILES: [Br:33][CH2:34][C:35](=[O:36])[O:37][CH3:38].[CH3:1][O:2][C:3]([c:4]1[cH:5][cH:6][c:7](-[c:10]2[n:11][c:12]([CH2:24][c:25]3[cH:26][cH:27][c:28]([Br:31])[cH:29][cH:30]3)[n:13](-[c:15]3[cH:16][cH:17][c:18]([N+:21]([O-:22])=[O:23])[cH:19][cH:20]3)[cH:14]2)[cH:8][cH:9]1)=[O:32]>>[CH3:1][O:2][C:3]([c:4]1[cH:5][cH:6][c:7](-[c:10]2[n:11][c:12]([CH2:24][c:25]3[cH:26][cH:27][c:28]([Br:31])[cH:29][cH:30]3)[n:13](-[c:15]3[cH:16][cH:17][c:18]([NH:21][CH2:34][C:35](=[O:36])[O:37][CH3:38])[cH:19][cH:20]3)[cH:14]2)[cH:8][cH:9]1)=[O:32]. Starting materials: [H-].[Na+] (sodium hydride), S(=O)(=O)(OC)OC (dimethyl sulfate), C(C)(=O)OC(C)=O (acetic acid anhydride), [N+](=O)([O-])C1=C(N)C=CC=C1 (2-nitroaniline). The solvent is O (water), O1CCCC1 (tetrahydrofuran), O1CCCC1 (tetrahydrofuran). Conditions: time 10 minute. The product is CN(C1=C(C=CC=C1)[N+](=O)[O-])C(C)=O (N-methyl-N-acetyl-2-nitroaniline). As a reaction SMILES: [H-].[Na+].[N+:3]([C:6]1[CH:12]=[CH:11][CH:10]=[CH:9][C:7]=1[NH2:8])([O-:5])=[O:4].[C:13](OC(=O)C)(=[O:15])[CH3:14].S(OC)(O[CH3:24])(=O)=O>O1CCCC1.O>[CH3:24][N:8]([C:13](=[O:15])[CH3:14])[C:7]1[CH:9]=[CH:10][CH:11]=[CH:12][C:6]=1[N+:3]([O-:5])=[O:4] |f:0.1|. Procedure details: 1.58 g of sodium hydride (60% content) was suspended in 19.8 g of tetrahydrofuran and cooled with ice. To the obtained suspension, 19.8 g of a tetrahydrofuran solution containing 2.50 g of 2-nitroaniline was added dropwise over 1 hr, stirred for 10 minutes, allowed to stand at room temperature and stirred for 30 minutes. To the obtained mixture, 2.01 g of acetic acid anhydride was added over 1 hr at room temperature and stirred for 2 hours. To the reaction mixture, 2.49 g of dimethyl sulfate wer... Reactants: CCOC(=O)C (EtOAc), BrC1=CC=C(C=N1)CNC(=O)C=1C2=C(C=NC1)N(N=C2)C2=CC=C(C=C2)F (1-(4-fluorophenyl)-1H-pyrazolo[3,4-c]pyridine-4-carboxylic acid(6-bromopyridin-3-ylmethyl)-amide), CS(=O)[O-].[Na+] (sodium methanesulfinate), CNCCNC (N,N′dimethylethylene diamine). Reagents/catalysts: FC(S(=O)(=O)[O-])(F)F.[Cu+2].FC(S(=O)(=O)[O-])(F)F (copper (II) trifluoromethanesulfonate). Solvent: CS(=O)C (DMSO), [Cl-].[NH4+] (ammonium chloride). Reaction conditions: temperature 110 celsius. The product is CS(=O)(=O)C1=CC=C(C=N1)CNC(=O)C=1C2=C(C=NC1)N(N=C2)C2=CC=C(C=C2)F (1-(4-Fluorophenyl)-1H-pyrazolo[3,4-c]pyridine-4-carboxylic acid(6-methanesulfonyl-pyridin-3-ylmethyl)-amide). As a reaction SMILES: Br[C:2]1[N:7]=[CH:6][C:5]([CH2:8][NH:9][C:10]([C:12]2[C:13]3[CH:20]=[N:19][N:18]([C:21]4[CH:26]=[CH:25][C:24]([F:27])=[CH:23][CH:22]=4)[C:14]=3[CH:15]=[N:16][CH:17]=2)=[O:11])=[CH:4][CH:3]=1.[CH3:28][S:29]([O-:31])=[O:30].[Na+].CNCCNC.CCOC(C)=O>CS(C)=O.[Cl-].[NH4+].FC(F)(F)S([O-])(=O)=O.[Cu+2].FC(F)(F)S([O-])(=O)=O>[CH3:28][S:29]([C:2]1[N:7]=[CH:6][C:5]([CH2:8][NH:9][C:10]([C:12]2[C:13]3[CH:20]=[N:19][N:18]([C:21]4[CH:26]=[CH:25][C:24]([F:27])=[CH:23][CH:22]=4)[C:14]=3[CH:15]=[N:16][CH:17]=2)=[O:11])=[CH:4][CH:3]=1)(=[O:31])=[O:30] |f:1.2,6.7,8.9.10|. Reported procedure: To a microwave tube charged with 1-(4-fluorophenyl)-1H-pyrazolo[3,4-c]pyridine-4-carboxylic acid(6-bromopyridin-3-ylmethyl)-amide (62 mg, 0.15 mmol) in DMSO (1 mL) was added copper (II) trifluoromethanesulfonate (53 mg, 0.15 mmol), sodium methanesulfinate (24 mg, 0.24 mmol) and N,N′dimethylethylene diamine (47 μL, 0.44 mmol). The mixture was warmed at 110° C. for 45 minutes in the microwave. The reaction was monitored by TLC (EtOAc). The reaction was the diluted with saturated aqueous ammonium c... The reagents and catalysts are [Pd] (Pd/C). The reactants are C(C1=CC=CC=C1)N1CC2(CN(CC(C1)(C2O)C)CC2=CC=CC=C2)C (3,7-Dibenzyl-1,5-dimethyl-9-hydroxy-3,7-diazabicyclo[3.3.1]nonane). RXN SMILES: [CH2:1]([N:8]1[CH2:15][C:14]2([CH3:18])[CH:16]([OH:17])[C:10]([CH3:26])([CH2:11][N:12](CC3C=CC=CC=3)[CH2:13]2)[CH2:9]1)[C:2]1[CH:7]=[CH:6][CH:5]=[CH:4][CH:3]=1>C(O)C.[Pd]>[CH2:1]([N:8]1[CH2:9][C:10]2([CH3:26])[CH:16]([OH:17])[C:14]([CH3:18])([CH2:13][NH:12][CH2:11]2)[CH2:15]1)[C:2]1[CH:3]=[CH:4][CH:5]=[CH:6][CH:7]=1. Run in C(C)O (ethanol). Reported procedure: A solution of 3,7-dibenzyl-1,5-dimethyl-9-hydroxy-3,7-diazabicyclo-[3.3.1]nonane (from step (i) above; 2.71 g, 7.74 mmol) in aqueous ethanol (20 mL; 95%) was hydrogenated over 5% Pd/C at 1 atm. until tlc indicated that the reaction was complete. The catalyst was removed by filtration through a pad of Celite®, and the filtrate concentrated to give the sub-title compound in a quantitative yield. Product: C(C1=CC=CC=C1)N1CC2(CNCC(C1)(C2O)C)C (3-Benzyl-1,5-dimethyl-9-hydroxy-3,7-diazabicyclo[3.3.1]nonane). The reactants are [H][H] (hydrogen), CC(C)(C)[O-].[K+].CC(C)(C)O (KOtBu tBuOH), 11-PrOH H2O, FC1=CC=C(C=C1)C(=O)C1=NC2=CC=CC=C2C(=N1)NC1=NNC(=C1)C ((4-fluorophenyl)(4-(5-methyl-1H-pyrazol-3-ylamino)quinazolin-2-yl)methanone). Reagents/catalysts: CC(C)[C@H](C(C1=CC=C(C=C1)OC)(C2=CC=C(C=C2)OC)N)N.COC1=NC(=C(C(=C1)P(C2=CC=CC=C2)C3=CC=CC=C3)C4=C(N=C(C=C4P(C5=CC=CC=C5)C6=CC=CC=C6)OC)OC)OC.Cl[Ru]Cl ((R)—P-Phos RuCl2 (R)-DAIPEN). The solvent is CO (MeOH). Reaction conditions: temperature 50 celsius, time 18 hour. Yields the product FC1=CC=C(C=C1)[C@H](O)C1=NC2=CC=CC=C2C(=N1)NC1=NNC(=C1)C ((S)-(4-fluorophenyl)(4-((5-methyl-1H-pyrazol-3-yl)amino)quinazolin-2-yl)methanol). Yield: 1066.7%. RXN SMILES: [F:1][C:2]1[CH:7]=[CH:6][C:5]([C:8]([C:10]2[N:19]=[C:18]([NH:20][C:21]3[CH:25]=[C:24]([CH3:26])[NH:23][N:22]=3)[C:17]3[C:12](=[CH:13][CH:14]=[CH:15][CH:16]=3)[N:11]=2)=[O:9])=[CH:4][CH:3]=1.CC([O-])(C)C.[K+].CC(O)(C)C.[H][H]>CC([C@@H](N)C(N)(C1C=CC(OC)=CC=1)C1C=CC(OC)=CC=1)C.COC1C=C(P(C2C=CC=CC=2)C2C=CC=CC=2)C(C2C(P(C3C=CC=CC=3)C3C=CC=CC=3)=CC(OC)=NC=2OC)=C(OC)N=1.Cl[Ru]Cl.CO>[F:1][C:2]1[CH:7]=[CH:6][C:5]([C@@H:8]([C:10]2[N:19]=[C:18]([NH:20][C:21]3[CH:25]=[C:24]([CH3:26])[NH:23][N:22]=3)[C:17]3[C:12](=[CH:13][CH:14]=[CH:15][CH:16]=3)[N:11]=2)[OH:9])=[CH:4][CH:3]=1 |f:1.2.3,5.6.7|. Procedure details: A stirred mixture of compound 1 (418 mg, 1.2 mmol) and (R)—P-Phos RuCl2 (R)-DAIPEN (5.4 mg, 0.0048 mmol) at room temperature was subjected to five cycles pressurizing with nitrogen to 40 psi and then depressurizing. Then KOtBu/tBuOH (1 M, 14.4 μL, 0.0144 mmol) in 9:11-PrOH/H2O (4 mL) was added and the mixture was subjected to five cycles of pressurizing with nitrogen to 40 psi and then depressurizing. The stirred mixture was then subjected to ten cycles of pressurizing with hydrogen to 435 psi a... Starting materials: C(C)(C)(C)OC(CN1C(=CC2=CC=CC=C12)C(NC1C(N(C2=C(N(C1=O)C(C(N)=O)(C1=CC=CC=C1)C(C)C)C=CC=C2)C2=CC=CC=C2)=O)=O)=O ({2-[1 -(Isopropyl-phenyl-carbamoylmethyl)-2,4-dioxo-5-phenyl-2,3,4,5-tetrahydro-1 H-benzo[b][1,4]diazepin-3-ylcarbamoyl]-indol-1-yl}-acetic acid tert-butyl ester), FC(C(=O)O)(F)F (trifluoroacetic acid). The solvent is ClCCl (dichloromethane). Yields the product C(C)(C)C(N1C2=C(N(C(C(C1=O)NC(=O)C=1N(C3=CC=CC=C3C1)CC(=O)O)=O)C1=CC=CC=C1)C=CC=C2)(C(N)=O)C2=CC=CC=C2 (2-[1-(Isopropyl-phenyl-carbamoylmethyl)-2,4-dioxo-5-phenyl-2,3,4,5-tetrahydro-1H-benzo[b][1,4]diazepin-3-ylcarbamoyl]-indol-1 -yl-acetic acid). Isolated yield 75.5%. Reaction SMILES: C([O:5][C:6](=[O:52])[CH2:7][N:8]1[C:16]2[C:11](=[CH:12][CH:13]=[CH:14][CH:15]=2)[CH:10]=[C:9]1[C:17](=[O:51])[NH:18][CH:19]1[C:25](=[O:26])[N:24]([C:27]([CH:37]([CH3:39])[CH3:38])([C:31]2[CH:36]=[CH:35][CH:34]=[CH:33][CH:32]=2)[C:28](=[O:30])[NH2:29])[C:23]2[CH:40]=[CH:41][CH:42]=[CH:43][C:22]=2[N:21]([C:44]2[CH:49]=[CH:48][CH:47]=[CH:46][CH:45]=2)[C:20]1=[O:50])(C)(C)C.FC(F)(F)C(O)=O>ClCCl>[CH:37]([C:27]([C:31]1[CH:36]=[CH:35][CH:34]=[CH:33][CH:32]=1)([C:28](=[O:30])[NH2:29])[N:24]1[C:25](=[O:26])[CH:19]([NH:18][C:17]([C:9]2[N:8]([CH2:7][C:6]([OH:52])=[O:5])[C:16]3[C:11]([CH:10]=2)=[CH:12][CH:13]=[CH:14][CH:15]=3)=[O:51])[C:20](=[O:50])[N:21]([C:44]2[CH:45]=[CH:46][CH:47]=[CH:48][CH:49]=2)[C:22]2[CH:43]=[CH:42][CH:41]=[CH:40][C:23]1=2)([CH3:39])[CH3:38]. Procedure details: To a solution of {2-[1 -(Isopropyl-phenyl-carbamoylmethyl)-2,4-dioxo-5-phenyl-2,3,4,5-tetrahydro-1 H-benzo[b][1,4]diazepin-3-ylcarbamoyl]-indol-1-yl}-acetic acid tert-butyl ester (0.072 g) in dichloromethane (4 ml) at ambient temperature was added trifluoroacetic acid (1.5 ml) gradually with stirring. After the reaction was stirred 30 minutes, the dichloromethane and trifluoroacetic acid were evaporated under reduced pressure to afford a clear glass. The glass was purified by purified RP-HPLC on... Reactants: O.ON1N=NC2=C1C=CC=C2 (1-hydroxybenzotriazole hydrate), Cl.CN(CCCN=C=NCC)C (1-[3-(dimethylamino)propyl]-3-ethylcarbodiimide hydrochloride), CN1CCOCC1 (N-methylmorpholine), C1(CCCCC1)CCC[C@H](CC(=O)O)C=1OC(=C(N1)C(=O)OC)C ((3R)-6-cyclohexyl-3-[4-(methoxycarbonyl)-5-methyl-1,3-oxazol-2-yl]hexanoic acid), C(C1=CC=CC=C1)ON (O-benzylhydroxyamine), CN1CCOCC1 (N-methylmorpholine). Conditions: time 15 minute. The product is C(C1=CC=CC=C1)ONC(C[C@@H](CCCC1CCCCC1)C=1OC(=C(N1)C(=O)OC)C)=O (Methyl 2-((1R)-1-{2-[(benzyloxy)amino]-2-oxoethyl}4-cyclohexylbutyl)-5-methyl-1,3-oxazole-4-carboxylate). The yield is 98.9%. RXN SMILES: [CH:1]1([CH2:7][CH2:8][CH2:9][C@@H:10]([C:15]2[O:16][C:17]([CH3:24])=[C:18]([C:20]([O:22][CH3:23])=[O:21])[N:19]=2)[CH2:11][C:12]([OH:14])=O)[CH2:6][CH2:5][CH2:4][CH2:3][CH2:2]1.O.ON1C2C=CC=CC=2N=N1.Cl.CN(C)CCCN=C=NCC.CN1CCOCC1.[CH2:55]([O:62][NH2:63])[C:56]1[CH:61]=[CH:60][CH:59]=[CH:58][CH:57]=1>>[CH2:55]([O:62][NH:63][C:12](=[O:14])[CH2:11][C@H:10]([C:15]1[O:16][C:17]([CH3:24])=[C:18]([C:20]([O:22][CH3:23])=[O:21])[N:19]=1)[CH2:9][CH2:8][CH2:7][CH:1]1[CH2:2][CH2:3][CH2:4][CH2:5][CH2:6]1)[C:56]1[CH:61]=[CH:60][CH:59]=[CH:58][CH:57]=1 |f:1.2,3.4|. Reported procedure: A solution of (3R)-6-cyclohexyl-3-[4-(methoxycarbonyl)-5-methyl-1,3-oxazol-2-yl]hexanoic acid (Preparation 70) (2.48 g, 7.36 mmol) was cooled to 0° and treated with 1-hydroxybenzotriazole hydrate (994 mg, 7.36 mmol), 1-[3-(dimethylamino)propyl]-3-ethylcarbodiimide hydrochloride (2.12 g, 11.06 mmol) and N-methylmorpholine (1.21 ml, 11.04 mmol). The mixture was stirred for 15 minutes then treated with O-benzylhydroxyamine (1.17 g, 7.36 mmol) and further N-methylmorpholine (0.81 ml, 7.36 mmol). The... The reactants are C[O-].[Na+] (Sodium methoxide), ClC=1C(=C(C(=CC1)[N+](=O)[O-])N)C (3-chloro-2-methyl-6-nitrobenzenamine), Cl (hydrogen chloride). Run in CO (methanol), CO (methanol). The product is COC=1C(=C(C(=CC1)[N+](=O)[O-])N)C (3-methoxy-2-methyl-6-nitrobenzenamine). The yield is 86.0%. RXN SMILES: [CH3:1][O-:2].[Na+].Cl[C:5]1[C:6]([CH3:15])=[C:7]([NH2:14])[C:8]([N+:11]([O-:13])=[O:12])=[CH:9][CH:10]=1.Cl>CO>[CH3:1][O:2][C:5]1[C:6]([CH3:15])=[C:7]([NH2:14])[C:8]([N+:11]([O-:13])=[O:12])=[CH:9][CH:10]=1 |f:0.1|. Procedure details: Sodium methoxide in methanol (110 mL of 25% solution, 0.49 mol, 20 equiv) was added to a stirred suspension of 3-chloro-2-methyl-6-nitrobenzenamine (4.0 g, 23.5 mmol) in methanol (250 mL) and the mixture was stirred at reflux for 18 hours. The solution was cooled, neutralized with methanolic hydrogen chloride, filtered to remove sodium chloride, and the solvent was removed under reduced pressure. The residual solid was partitioned between ethyl acetate and water. Evaporation of the ethyl acetate... The reactants are NC(C=1C=CC(=C(CN(CC(=O)OC(C)(C)C)C)C1)F)=NO (tert-butyl N-{5-[amino(hydroxyimino)methyl]-2-fluorobenzyl}-N-methylglycinate), COCC=1C=C(C(=O)O)C=CC1N1C(CCCC1)C (3-(methoxymethyl)-4-(2-methylpiperidin-1-yl)benzoic acid). Yields the product FC1=C(CN(CC(=O)OC(C)(C)C)C)C=C(C=C1)C1=NOC(=N1)C1=CC(=C(C=C1)N1C(CCCC1)C)COC (tert-butyl N-(2-fluoro-5-{5-[3-(methoxymethyl)-4-(2-methylpiperidin-1-yl)phenyl]-1,2,4-oxadiazol-3-yl}benzyl)-N-methylglycinate). As a reaction SMILES: [NH2:1][C:2](=[N:21][OH:22])[C:3]1[CH:4]=[CH:5][C:6]([F:20])=[C:7]([CH:19]=1)[CH2:8][N:9]([CH3:18])[CH2:10][C:11]([O:13][C:14]([CH3:17])([CH3:16])[CH3:15])=[O:12].[CH3:23][O:24][CH2:25][C:26]1[CH:27]=[C:28]([CH:32]=[CH:33][C:34]=1[N:35]1[CH2:40][CH2:39][CH2:38][CH2:37][CH:36]1[CH3:41])[C:29](O)=O>>[F:20][C:6]1[CH:5]=[CH:4][C:3]([C:2]2[N:1]=[C:29]([C:28]3[CH:32]=[CH:33][C:34]([N:35]4[CH2:40][CH2:39][CH2:38][CH2:37][CH:36]4[CH3:41])=[C:26]([CH2:25][O:24][CH3:23])[CH:27]=3)[O:22][N:21]=2)=[CH:19][C:7]=1[CH2:8][N:9]([CH3:18])[CH2:10][C:11]([O:13][C:14]([CH3:17])([CH3:16])[CH3:15])=[O:12]. Procedure details: The title compound was prepared following procedure described for example 4, step 1, but starting from Intermediate 60 (256.87 mg; 0.83 mmol) and Intermediate 58 (197.50 mg; 0.75 mmol). The reaction mixture was filtered through a SPE NH2 column (10 g) and rinsed with ACN. After evaporation of the solvents, the crude product was purified by flash chromatography (c-hex/(DCM/EtOAc 1:1) gradient from 1:0 to 1:1), affording the title compound as a colorless oil. 1H NMR (CDCl3) δ 8.31 (d, J=2.1 Hz, 1H...